Dataset: the Open Reaction Database (ORD), a public repository of structured organic reaction records. Task: describe an organic reaction: reactants, conditions, products, and yield Starting materials: C1(CCCCC1)N1C(C(CC1)CC1=C(C=C(C=C1)C1=CC=C(C=C1)C(=O)OC)OC(F)(F)F)=O (methyl 4′-((1-cyclohexyl-2-oxopyrrolidin-3-yl)methyl)-3′-(trifluoromethoxy)biphenyl-4-carboxylate), C1CCOC1 (THF), O (water), O.[OH-].[Li+] (lithium hydroxide monohydrate). Solvent: C(C)(=O)OCC (ethyl acetate). Yields the product C1(CCCCC1)N1C(C(CC1)CC1=C(C=C(C=C1)C1=CC=C(C=C1)C(=O)O)OC(F)(F)F)=O (4′-(1-Cyclohexyl-2-oxo-pyrrolidin-3-ylmethyl)-3′-trifluoromethoxy-biphenyl-4-carboxylic acid). Isolated yield 78.8%. As a reaction SMILES: [CH:1]1([N:7]2[CH2:11][CH2:10][CH:9]([CH2:12][C:13]3[CH:18]=[CH:17][C:16]([C:19]4[CH:24]=[CH:23][C:22]([C:25]([O:27]C)=[O:26])=[CH:21][CH:20]=4)=[CH:15][C:14]=3[O:29][C:30]([F:33])([F:32])[F:31])[C:8]2=[O:34])[CH2:6][CH2:5][CH2:4][CH2:3][CH2:2]1.C1COCC1.O.O.[OH-].[Li+]>C(OCC)(=O)C>[CH:1]1([N:7]2[CH2:11][CH2:10][CH:9]([CH2:12][C:13]3[CH:18]=[CH:17][C:16]([C:19]4[CH:20]=[CH:21][C:22]([C:25]([OH:27])=[O:26])=[CH:23][CH:24]=4)=[CH:15][C:14]=3[O:29][C:30]([F:31])([F:32])[F:33])[C:8]2=[O:34])[CH2:6][CH2:5][CH2:4][CH2:3][CH2:2]1 |f:3.4.5|. Procedure details: Combine methyl 4′-((1-cyclohexyl-2-oxopyrrolidin-3-yl)methyl)-3′-(trifluoromethoxy)biphenyl-4-carboxylate (9.15 g, 19.2 mmol), THF (175 mL) and water (175 mL) in a 500 mL flask equipped with a magnetic stir bar. While stirring in an ice bath treat the mixture with lithium hydroxide monohydrate (2.42 g, 57.7 mmol). Stir the reaction for 30 minutes, warm to room temperature and stir an additional 16 hours. Dilute with ethyl acetate (250 mL) and wash with water (250 mL). Add hydrochloric acid (2N) ... Starting materials: OCC=1OC=C(C(C1)=O)OCCCCCCCCCCCCCCCCCC (2-hydroxymethyl-5-octadecyloxy-4 pyranone), C(C1=CC=CC=C1)N (benzylamine). Procedure: A mixture of 50.0 g (0.127 mole) 2-hydroxymethyl-5-octadecyloxy-4 pyranone and 70 mL benzylamine is stirred for 2 hours at 100°-110° C. After cooling to about 50° C., the dark solution is mixed with 400 mL water and stirred. The precipitate thus formed is filtered off, washed, dried and recrystallized from propan-2-ol with the addition of active charcoal, colorless crystals thereby being obtained; m.p. 120°-121° C. Solvent: O (water). Yields the product C(C1=CC=CC=C1)N1C(=CC(C(=C1)OCCCCCCCCCCCCCCCCCC)=O)CO (1-Benzyl-2-hydroxymethyl-5-octadecyloxy-4(1H)-pyridone). Reaction conditions: temperature 50 celsius, time 2 hour. RXN SMILES: [OH:1][CH2:2][C:3]1O[CH:5]=[C:6]([O:10][CH2:11][CH2:12][CH2:13][CH2:14][CH2:15][CH2:16][CH2:17][CH2:18][CH2:19][CH2:20][CH2:21][CH2:22][CH2:23][CH2:24][CH2:25][CH2:26][CH2:27][CH3:28])[C:7](=[O:9])[CH:8]=1.[CH2:29]([NH2:36])[C:30]1[CH:35]=[CH:34][CH:33]=[CH:32][CH:31]=1>O>[CH2:29]([N:36]1[CH:5]=[C:6]([O:10][CH2:11][CH2:12][CH2:13][CH2:14][CH2:15][CH2:16][CH2:17][CH2:18][CH2:19][CH2:20][CH2:21][CH2:22][CH2:23][CH2:24][CH2:25][CH2:26][CH2:27][CH3:28])[C:7](=[O:9])[CH:8]=[C:3]1[CH2:2][OH:1])[C:30]1[CH:35]=[CH:34][CH:33]=[CH:32][CH:31]=1. Starting materials: N1(C=NC=C1)CCCCCOC1=CC=C(C=C1)O (p-[5-(1-imidazolyl)pentyloxy]phenol), BrCC(=O)OCC (ethyl bromoacetate), [H-].[Na+] (sodium hydride). Run in CN(C=O)C (N,N-dimethylformamide). Yields the product N1(C=NC=C1)CCCCCOC1=CC=C(OCC(=O)OCC)C=C1 (ethyl p-[5-(1-imidazol-yl)pentyloxy]phenoxyacetate). RXN SMILES: [N:1]1([CH2:6][CH2:7][CH2:8][CH2:9][CH2:10][O:11][C:12]2[CH:17]=[CH:16][C:15]([OH:18])=[CH:14][CH:13]=2)[CH:5]=[CH:4][N:3]=[CH:2]1.Br[CH2:20][C:21]([O:23][CH2:24][CH3:25])=[O:22].[H-].[Na+]>CN(C)C=O>[N:1]1([CH2:6][CH2:7][CH2:8][CH2:9][CH2:10][O:11][C:12]2[CH:13]=[CH:14][C:15]([O:18][CH2:20][C:21]([O:23][CH2:24][CH3:25])=[O:22])=[CH:16][CH:17]=2)[CH:5]=[CH:4][N:3]=[CH:2]1 |f:2.3|. Procedure details: To a solution of 2.46 g p-[5-(1-imidazolyl)pentyloxy]phenol and 1.2 ml ethyl bromoacetate in 25 ml anhydrous N,N-dimethylformamide, was added under ice cooling and with stirring 440 mg of 60% sodium hydride in oil, and stirring was continued at room temperature for ten minutes. The solvent was distilled off, the residue was dissolved in chloroform, and the solution was washed with water and dried over anhydrous sodium sulfate. After distilling off the chloroform, the residue was purified by sili... Starting materials: C(C)(C)(C)OC(N(C)CC1=CC=CC2=CC(=CC=C12)S(=O)(=O)C1=CC=CC=C1)=O ((6-benzenesulfonyl-naphthalen-1-ylmethyl)-methyl-carbamic acid tert-butyl ester), Cl (hydrogen chloride). Solvent: C(C)OCC (ethyl ether). The product is C1(=CC=CC=C1)S(=O)(=O)C=1C=C2C=CC=C(C2=CC1)CNC ((6-benzenesulfonyl-naphthalen-1-ylmethyl)-methyl-amine), hydrochloride salt. RXN SMILES: C(O[C:6](=O)[N:7]([CH2:9][C:10]1[C:19]2[C:14](=[CH:15][C:16]([S:20]([C:23]3[CH:28]=[CH:27][CH:26]=[CH:25][CH:24]=3)(=[O:22])=[O:21])=[CH:17][CH:18]=2)[CH:13]=[CH:12][CH:11]=1)C)(C)(C)C.Cl>C(OCC)C>[C:23]1([S:20]([C:16]2[CH:15]=[C:14]3[C:19](=[CH:18][CH:17]=2)[C:10]([CH2:9][NH:7][CH3:6])=[CH:11][CH:12]=[CH:13]3)(=[O:22])=[O:21])[CH:24]=[CH:25][CH:26]=[CH:27][CH:28]=1. Reported procedure: A solution of 0.245 g (0.6 mmoles) (6-benzenesulfonyl-naphthalen-1-ylmethyl)-methyl-carbamic acid tert-butyl ester and 20 mL 2 M hydrogen chloride in ethyl ether was stirred at 23° C. for 20 hours. The resulting white solid was collected by filtration and dried in vacuo to provide (6-benzenesulfonyl-naphthalen-1-ylmethyl)-methyl-amine as a hydrochloride salt, 0.12 gram (57%), M+H=312.